Dataset: the Open Reaction Database (ORD), a public repository of structured organic reaction records. Task: describe an organic reaction: reactants, conditions, products, and yield Procedure details: 2 g of palladium/activated carbon (5% by weight of Pd) and 350 g of toluene are heated for 1 hour at 75° C. in a three-necked flask equipped with a gas inlet tube, a reflux condenser and a stirrer while water gas (CO:H2 =1) is being passed through. 70.0 g of 3-bromo-4-fluorobenzoyl chloride prepared as in Example 3 were then added and hydrogen was passed in instead of water gas. The temperature was increased to 85° C. After 4 hours 95% of the amount of hydrogen chloride expected had been split o... The reactants are C1(=CC=CC=C1)C (toluene), BrC=1C=C(C(=O)Cl)C=CC1F (3-bromo-4-fluorobenzoyl chloride), [H][H] (hydrogen). The solvent is O (water), O (water). Reagents/catalysts: [Pd] (palladium). The yield is 88.6%. Conditions: temperature 85 celsius. Reaction SMILES: C1(C)C=CC=CC=1.[Br:8][C:9]1[CH:10]=[C:11]([CH:15]=[CH:16][C:17]=1[F:18])[C:12](Cl)=[O:13].[H][H]>[Pd].O>[Br:8][C:9]1[CH:10]=[C:11]([CH:15]=[CH:16][C:17]=1[F:18])[CH:12]=[O:13]. Product: BrC=1C=C(C=O)C=CC1F (3-bromo-4-fluorobenzaldehyde).